From a dataset of the Open Reaction Database (ORD), a public repository of structured organic reaction records. describe an organic reaction: reactants, conditions, products, and yield The reactants are ClC=1C=C(C=CC1Cl)C=CC(=O)O (3-(3,4-dichlorophenyl)-2-propeneoic acid), C(=O)([O-])[O-].[Cs+].[Cs+] (Cs2CO3). Solvent: CN(C)C=O (DMF), CN(C)C=O (DMF). Run at time 15 minute. The product is ClC=1C=C(C=CC1Cl)C=CC(=O)OC (methyl 3-(3,4-dichlorophenyl)-2-propenoate). The yield is 148.5%. As a reaction SMILES: [Cl:1][C:2]1[CH:3]=[C:4]([CH:9]=[CH:10][C:11]([OH:13])=[O:12])[CH:5]=[CH:6][C:7]=1[Cl:8].[C:14]([O-])([O-])=O.[Cs+].[Cs+]>CN(C=O)C>[Cl:1][C:2]1[CH:3]=[C:4]([CH:9]=[CH:10][C:11]([O:13][CH3:14])=[O:12])[CH:5]=[CH:6][C:7]=1[Cl:8] |f:1.2.3|. Procedure details: Cool a solution of 3-(3,4-dichlorophenyl)-2-propeneoic acid (100 g, 461 mmol) in dry DMF (500 mL) to 0° C. and treat with Cs2CO3 (100 g, 307 mmol, 0.66 eq). Stir the resulting off-white slurry for 15 min, then add CH3 l (33 mL, 530 mmol, 1.15 eq) via syringe. After 1 h, add additional DMF (250 mL), stir the slurry for 14 h and partition between EtOAc (1.5 L) and half saturated aqueous NaHCO3 (500 mL). Separate the organic layer and extract the aqueous layer twice with EtOAc (1 L, 500 mL). Wash t... The reactants are CI, [K+], Nc1nc(S)c2cccnc2n1, [OH-]. Yields the product CSc1nc(N)nc2ncccc12. Reaction SMILES: [CH3:13][I:14].[K+:16].[NH2:1][c:2]1[n:3][c:4]([SH:12])[c:5]2[c:6]([n:7]1)[n:8][cH:9][cH:10][cH:11]2.[OH-:15]>>[NH2:1][c:2]1[n:3][c:4]([S:12][CH3:13])[c:5]2[c:6]([n:7]1)[n:8][cH:9][cH:10][cH:11]2. Reactants: CN(Cc1cccc(Br)n1)C(=O)c1ccc(CC2CCC(C(O[Si](C)(C)C(C)(C)C)c3ccccc3)N2C(=O)OC(C)(C)C)cc1, O=C([O-])[O-], [Cs+], [Cs+], [Cu]I, [NH4+], CN(C)C=O, [OH-]. Yields the product CN(Cc1cccc(N)n1)C(=O)c1ccc(CC2CCC(C(O[Si](C)(C)C(C)(C)C)c3ccccc3)N2C(=O)OC(C)(C)C)cc1. As a reaction SMILES: [Br:7][c:8]1[cH:9][cH:10][cH:11][c:12]([CH2:14][N:15]([C:16](=[O:17])[c:18]2[cH:19][cH:20][c:21]([CH2:22][CH:23]3[N:24]([C:43](=[O:44])[O:45][C:46]([CH3:47])([CH3:48])[CH3:49])[CH:25]([CH:28]([c:29]4[cH:30][cH:31][cH:32][cH:33][cH:34]4)[O:35][Si:36]([CH3:37])([CH3:38])[C:39]([CH3:40])([CH3:41])[CH3:42])[CH2:26][CH2:27]3)[cH:50][cH:51]2)[CH3:52])[n:13]1.[C:1](=[O:2])([O-:3])[O-:4].[Cs+:5].[Cs+:6].[Cu:55][I:56].[NH4+:53].[O:57]=[CH:58][N:59]([CH3:60])[CH3:61].[OH-:54]>>[c:8]1([NH2:53])[cH:9][cH:10][cH:11][c:12]([CH2:14][N:15]([C:16](=[O:17])[c:18]2[cH:19][cH:20][c:21]([CH2:22][CH:23]3[N:24]([C:43](=[O:44])[O:45][C:46]([CH3:47])([CH3:48])[CH3:49])[CH:25]([CH:28]([c:29]4[cH:30][cH:31][cH:32][cH:33][cH:34]4)[O:35][Si:36]([CH3:37])([CH3:38])[C:39]([CH3:40])([CH3:41])[CH3:42])[CH2:26][CH2:27]3)[cH:50][cH:51]2)[CH3:52])[n:13]1.